Dataset: the Open Reaction Database (ORD), a public repository of structured organic reaction records. Task: describe an organic reaction: reactants, conditions, products, and yield The reactants are FC1=C(C(=O)O)C=C(C=C1)C1=CC(=CC=C1)F (2-fluoro-5-(3-fluorophenyl)benzoic acid), C(=O)(C(=O)Cl)Cl ((COCl)2), NC=1C(=C(C=CC1F)O)Cl (3-amino-2-chloro-4-fluoro-phenol), C(=O)(O)[O-].[Na+] (NaHCO3). The reagents and catalysts are CN(C)C=O (DMF). Solvent: C(Cl)Cl (DCM), C1CCOC1 (THF), C1CCOC1 (THF), O (Water). Run at time 1.5 hour. Yields the product ClC1=C(C(=CC=C1O)F)NC(C1=C(C=CC(=C1)C1=CC(=CC=C1)F)F)=O (N-(2-chloro-6-fluoro-3-hydroxy-phenyl)-2-fluoro-5-(3-fluorophenyl)benzamide). Isolated yield 25.6%. As a reaction SMILES: [F:1][C:2]1[CH:10]=[CH:9][C:8]([C:11]2[CH:16]=[CH:15][CH:14]=[C:13]([F:17])[CH:12]=2)=[CH:7][C:3]=1[C:4]([OH:6])=O.C(Cl)(C(Cl)=O)=O.[NH2:24][C:25]1[C:26]([Cl:33])=[C:27]([OH:32])[CH:28]=[CH:29][C:30]=1[F:31].C([O-])(O)=O.[Na+]>C(Cl)Cl.CN(C=O)C.C1COCC1.O>[Cl:33][C:26]1[C:27]([OH:32])=[CH:28][CH:29]=[C:30]([F:31])[C:25]=1[NH:24][C:4](=[O:6])[C:3]1[CH:7]=[C:8]([C:11]2[CH:16]=[CH:15][CH:14]=[C:13]([F:17])[CH:12]=2)[CH:9]=[CH:10][C:2]=1[F:1] |f:3.4|. Procedure: To a solution of 2-fluoro-5-(3-fluorophenyl)benzoic acid (intermediate III(a)) (478 mg, 2.04 mmol, 1.1 eq) in DCM (9 mL) and DMF (3 drops) at 0° C. was added (COCl)2 (779 mg, 6.14 mmol, 3.3 eq) dropwise. The reaction mixture was stirred at room temperature for 1.5 h, then the solvent removed in vacuo. The residue obtained was dissolved in THF (7 mL) and added dropwise to a mixture of 3-amino-2-chloro-4-fluoro-phenol (intermediate X(f)) (300 mg, 1.86 mmol, 1.0 eq) and NaHCO3 (781 mg, 9.3 mmol, 5.... Reactants: CCCC#N, Nc1nc(-c2cccnc2)c(Cl)s1, CI. Yields the product C[n+]1cccc(-c2nc(N)sc2Cl)c1, [I-]. As a reaction SMILES: [CH3:16][CH2:17][CH2:18][C:19]#[N:20].[Cl:1][c:2]1[c:3](-[c:8]2[cH:9][n:10][cH:11][cH:12][cH:13]2)[n:4][c:5]([NH2:7])[s:6]1.[I:14][CH3:15]>>[Cl:1][c:2]1[c:3](-[c:8]2[cH:9][n+:10]([CH3:15])[cH:11][cH:12][cH:13]2)[n:4][c:5]([NH2:7])[s:6]1.[I-:14]. Reactants: FC(C=1C=C(CN2C(C3=C(NCCC2)N=C(N=C3C3=C(C=CC=C3)C)S(=O)(=O)C)=O)C=C(C1)C(F)(F)F)(F)F (6-[3,5-bis(trifluoromethyl)benzyl]-5,6,7,8,9,10-hexahydro-4-(2-methylphenyl)-2-(methylsulfonyl)-5-oxopyrimido[4,5-b][1,5]diazocine), C(C)(C)(C)OC(=O)N1CCNCC1 (1-(t-butoxycarbonyl)piperazine), CS(=O)(=O)Cl (methylsulfonylchloride). Product: FC(C=1C=C(CN2C(C3=C(NCCC2)N=C(N=C3C3=C(C=CC=C3)C)N3CCN(CC3)S(=O)(=O)C)=O)C=C(C1)C(F)(F)F)(F)F (6-[3,5-bis(trifluoromethyl)benzyl]-5,6,7,8,9,10-hexahydro-4-(2-methylphenyl)-2-[4-(methylsulfonyl)piperazine-1-yl]-5-oxopyrimido[4,5-b][1,5]diazocine). Yield: 75.0%. RXN SMILES: [F:1][C:2]([F:39])([F:38])[C:3]1[CH:4]=[C:5]([CH:31]=[C:32]([C:34]([F:37])([F:36])[F:35])[CH:33]=1)[CH2:6][N:7]1[CH2:14][CH2:13][CH2:12][NH:11][C:10]2[N:15]=[C:16](S(C)(=O)=O)[N:17]=[C:18]([C:19]3[CH:24]=[CH:23][CH:22]=[CH:21][C:20]=3[CH3:25])[C:9]=2[C:8]1=[O:30].C(OC([N:47]1[CH2:52][CH2:51][NH:50][CH2:49][CH2:48]1)=O)(C)(C)C.[CH3:53][S:54](Cl)(=[O:56])=[O:55]>>[F:38][C:2]([F:39])([F:1])[C:3]1[CH:4]=[C:5]([CH:31]=[C:32]([C:34]([F:37])([F:35])[F:36])[CH:33]=1)[CH2:6][N:7]1[CH2:14][CH2:13][CH2:12][NH:11][C:10]2[N:15]=[C:16]([N:50]3[CH2:51][CH2:52][N:47]([S:54]([CH3:53])(=[O:56])=[O:55])[CH2:48][CH2:49]3)[N:17]=[C:18]([C:19]3[CH:24]=[CH:23][CH:22]=[CH:21][C:20]=3[CH3:25])[C:9]=2[C:8]1=[O:30]. Procedure details: In a similar manner to Example 24, 6-[3,5-bis(trifluoromethyl)benzyl]-5,6,7,8,9,10-hexahydro-4-(2-methylphenyl)-2-(methylsulfonyl)-5-oxopyrimido[4,5-b][1,5]diazocine (Compound of Reference Example 19; 85.9 mg), 1-(t-butoxycarbonyl)piperazine (33.5 mg) and methylsulfonylchloride (0.04 mL) were reacted to obtain 6-[3,5-bis(trifluoromethyl)benzyl]-5,6,7,8,9,10-hexahydro-4-(2-methylphenyl)-2-[4-(methylsulfonyl)piperazine-1-yl]-5-oxopyrimido[4,5-b][1,5]diazocine (74.1 mg, 75%). Reactants: [N+](=O)([O-])C=1C(C2=C(NC1)SC=C2)=O (5-Nitrothieno[2,3-b]pyridin-4(7H)-one), P(=O)(Cl)(Cl)Cl (phosphorus oxychloride). Conditions: temperature 115 celsius. Product: ClC1=C2C(=NC=C1[N+](=O)[O-])SC=C2 (4-Chloro-5-nitrothieno[2,3-b]pyridine). Yield: 94.0%. As a reaction SMILES: [N+:1]([C:4]1[C:5](=O)[C:6]2[CH:12]=[CH:11][S:10][C:7]=2[NH:8][CH:9]=1)([O-:3])=[O:2].P(Cl)(Cl)([Cl:16])=O>>[Cl:16][C:5]1[C:4]([N+:1]([O-:3])=[O:2])=[CH:9][N:8]=[C:7]2[S:10][CH:11]=[CH:12][C:6]=12. Procedure: A mixture of 3.4 g of 5-nitrothieno[2,3-b]pyridin-4(7H)-one 6 and 34 ml of phosphorus oxychloride is heated at 115° C. (bath temperature) for 1 hour and evaporated to dryness in vacuo. The residue is taken up in chloroform and washed with water. The organic phase is dried over magnesium sulfate and concentrated in vacuo. The residue is purified by column chromatography on silica gel. Elution with dichloromethane-ether (50:1 v/v) affords 3.51 g (94%) of Compound 7 as crystals melting at 110°-113°... Reactants: O.O.O.O.O.O.O.O.O.O.S(=O)(=O)([O-])[O-].[Na+].[Na+] (sodium sulfate decahydrate), COC=1C=C(C=C(C1OC)OC)CCC(=O)OC (methyl 3-(3,4,5-trimethoxyphenyl)propanoate), [H-].[Al+3].[Li+].[H-].[H-].[H-] (lithium aluminum hydride). Solvent: O1CCCC1 (tetrahydrofuran), O1CCCC1 (tetrahydrofuran). Run at temperature 0 celsius, time 19 hour. The product is COC=1C=C(C=C(C1OC)OC)CCCO (3-(3,4,5-trimethoxyphenyl)propan-1-ol), oil. Isolated yield 96.8%. As a reaction SMILES: [CH3:1][O:2][C:3]1[CH:4]=[C:5]([CH2:13][CH2:14][C:15](OC)=[O:16])[CH:6]=[C:7]([O:11][CH3:12])[C:8]=1[O:9][CH3:10].[H-].[Al+3].[Li+].[H-].[H-].[H-].O.O.O.O.O.O.O.O.O.O.S([O-])([O-])(=O)=O.[Na+].[Na+]>O1CCCC1>[CH3:12][O:11][C:7]1[CH:6]=[C:5]([CH2:13][CH2:14][CH2:15][OH:16])[CH:4]=[C:3]([O:2][CH3:1])[C:8]=1[O:9][CH3:10] |f:1.2.3.4.5.6,7.8.9.10.11.12.13.14.15.16.17.18.19|. Reported procedure: A solution of methyl 3-(3,4,5-trimethoxyphenyl)propanoate (11.03 g, 0.043 mol) in tetrahydrofuran (20 ml) was added dropwise to a suspension of lithium aluminum hydride (1.6 g, 0.042 mol) in 20 ml of tetrahydrofuran, said suspension having been cooled to 0° C., followed by stirring at room temperature for 19 hours. After the addition of sodium sulfate decahydrate, the resulting mixture was stirred further at room temperature for one hour. Insoluble matter was removed by filtration and the filtra...